This data is from the Open Reaction Database (ORD), a public repository of structured organic reaction records. The task is: describe an organic reaction: reactants, conditions, products, and yield Reported procedure: A solution of 388 mg (1.52 mmol, 1.4 eq.) of 4-methylphenyltrimethylstannane (Example 69, Step A) in 5 mL of toluene under a nitrogen atmosphere was treated with 238 mg of 2-bromobenzotrifluoride (1.06 mmol) and 64 mg of tetrakis(triphenylphosphine) palladium(O) and the resulting solution heated at reflux for 14 hours. The mixture was cooled, filtered and concentrated under vacuum to give an amber oil that was chromatographed on silica, eluting with hexane, to give the product. 1H NMR (300 MHz, ... Reagents/catalysts: C1=CC=C(C=C1)P(C2=CC=CC=C2)C3=CC=CC=C3.C1=CC=C(C=C1)P(C2=CC=CC=C2)C3=CC=CC=C3.C1=CC=C(C=C1)P(C2=CC=CC=C2)C3=CC=CC=C3.C1=CC=C(C=C1)P(C2=CC=CC=C2)C3=CC=CC=C3.[Pd] (tetrakis(triphenylphosphine) palladium(O)). RXN SMILES: [CH3:1][C:2]1[CH:7]=[CH:6][C:5]([Sn](C)(C)C)=[CH:4][CH:3]=1.Br[C:13]1[CH:18]=[CH:17][CH:16]=[CH:15][C:14]=1[C:19]([F:22])([F:21])[F:20]>C1(C)C=CC=CC=1.C1C=CC(P(C2C=CC=CC=2)C2C=CC=CC=2)=CC=1.C1C=CC(P(C2C=CC=CC=2)C2C=CC=CC=2)=CC=1.C1C=CC(P(C2C=CC=CC=2)C2C=CC=CC=2)=CC=1.C1C=CC(P(C2C=CC=CC=2)C2C=CC=CC=2)=CC=1.[Pd]>[F:20][C:19]([F:22])([F:21])[C:14]1[CH:15]=[CH:16][CH:17]=[CH:18][C:13]=1[C:5]1[CH:6]=[CH:7][C:2]([CH3:1])=[CH:3][CH:4]=1 |f:3.4.5.6.7|. Run in C1(=CC=CC=C1)C (toluene). Product: FC(C1=C(C=CC=C1)C1=CC=C(C=C1)C)(F)F (2-Trifluoromethyl-4'-methyl-1,1'-biphenyl). The reactants are C14H11F3, CC1=CC=C(C=C1)[Sn](C)(C)C (4-methylphenyltrimethylstannane), BrC1=C(C=CC=C1)C(F)(F)F (2-bromobenzotrifluoride). The reactants are C(C=1C(O)=CC=CC1)(=O)OCC(Cl)(Cl)Cl (2,2,2-trichloroethyl salicylate), C(CCCC\C=C/C\C=C/C\C=C/CCCCC)(=O)Cl ((z,z,z)octadeca-6,9,12-trienoyl chloride), C(C)OCC (diethyl ether), 60A. The solvent is N1=CC=CC=C1 (pyridine), CCCCCC (hexane), CCCCCC (hexane). Yields the product ClC(COC(C1=C(C=CC=C1)C(CCCC\C=C/C\C=C/C\C=C/CCCCC)=O)=O)(Cl)Cl (2,2,2-trichloroethyl-2-[(z,z,z) octadeca-6,9,12-trienoyl]benzoate). The yield is 93.0%. Reaction SMILES: [C:1]([O:10][CH2:11][C:12]([Cl:15])([Cl:14])[Cl:13])(=[O:9])[C:2]1[C:3](=[CH:5][CH:6]=[CH:7][CH:8]=1)O.[C:16](Cl)(=[O:34])[CH2:17][CH2:18][CH2:19][CH2:20]/[CH:21]=[CH:22]\[CH2:23]/[CH:24]=[CH:25]\[CH2:26]/[CH:27]=[CH:28]\[CH2:29][CH2:30][CH2:31][CH2:32][CH3:33].C(OCC)C>N1C=CC=CC=1.CCCCCC>[Cl:13][C:12]([Cl:15])([Cl:14])[CH2:11][O:10][C:1](=[O:9])[C:2]1[CH:8]=[CH:7][CH:6]=[CH:5][C:3]=1[C:16](=[O:34])[CH2:17][CH2:18][CH2:19][CH2:20]/[CH:21]=[CH:22]\[CH2:23]/[CH:24]=[CH:25]\[CH2:26]/[CH:27]=[CH:28]\[CH2:29][CH2:30][CH2:31][CH2:32][CH3:33]. Procedure details: --To a solution of 2,2,2-trichloroethyl salicylate (104 g) in dry pyridine (500 ml) at 0°-5° C. and under nitrogen was added (z,z,z)octadeca-6,9,12-trienoyl chloride (137.5 g) dropwise over a period of one hour. The reaction mixture was allowed to stir for twenty hours at room temperature and then the pyridine was removed in vacuo (25° C./0.5 mmHg). The residue was dissolved in diethyl ether (2000 ml) and water (1000 ml) and the resulting two phase system was shaken and acidified slowly to pH1 b... Starting materials: Cl (hydrochloric acid), COC=1C=C(C(=O)Cl)C=CC1OC (3,4-Dimethoxybenzoyl chloride), BrC1=C(N)C=C(C=C1)[N+](=O)[O-] (2-bromo-5-nitroaniline). The solvent is O (water). Run at temperature 100 celsius. Yields the product BrC1=C(C=C(C=C1)[N+](=O)[O-])NC(C1=CC(=C(C=C1)OC)OC)=O (N-(2-bromo-5-nitrophenyl)-3,4-dimethoxybenzamide). Isolated yield 52.9%. Reaction SMILES: [CH3:1][O:2][C:3]1[CH:4]=[C:5]([CH:9]=[CH:10][C:11]=1[O:12][CH3:13])[C:6](Cl)=[O:7].[Br:14][C:15]1[CH:21]=[CH:20][C:19]([N+:22]([O-:24])=[O:23])=[CH:18][C:16]=1[NH2:17].Cl>O>[Br:14][C:15]1[CH:21]=[CH:20][C:19]([N+:22]([O-:24])=[O:23])=[CH:18][C:16]=1[NH:17][C:6](=[O:7])[C:5]1[CH:9]=[CH:10][C:11]([O:12][CH3:13])=[C:3]([O:2][CH3:1])[CH:4]=1. Procedure: 3,4-Dimethoxybenzoyl chloride (2 g) was added to a stirred solution of 2-bromo-5-nitroaniline (2.17 g) at 25° C. The reaction mixture was heated at 100° C. for 5 hours. After cooling, water (25 ml) and 3M hydrochloric acid (100 ml) were added. The resulting solid was filtered off and washed with water (50 ml) and dried. The solid was triturated under diethyl ether to give N-(2-bromo-5-nitrophenyl)-3,4-dimethoxybenzamide (2.01 g ) as a sandy-coloured solid, m.p. 183-184° C.; NMR Spectrum: (DMSOd6... Reactants: [Cl-].C[NH3+] (methylammonium chloride), C[Al](C)C (trimethylaluminum), Cl (hydrochloric acid), COC(C=C(N1C=NC=C1)C1=CC=C(C=C1)C#N)=O (3-(4-Cyanopheny1)-3-(1-imidazoly1)-acrylic acid methyl ester), above-produced reagent. The solvent is C1(=CC=CC=C1)C (toluene), C1(=CC=CC=C1)C (toluene), C1(=CC=CC=C1)C (toluene). Conditions: time 2 hour. Product: CNC(\C=C(\N1C=NC=C1)/C1=CC=C(C=C1)C#N)=O (E-3-(4-Cyanophenyl)-3-(1-imidazolyl)-acrylic acid methylamide). Reaction SMILES: [Cl-].[CH3:2][NH3+:3].C[Al](C)C.CO[C:10](=[O:26])[CH:11]=[C:12]([C:18]1[CH:23]=[CH:22][C:21]([C:24]#[N:25])=[CH:20][CH:19]=1)[N:13]1[CH:17]=[CH:16][N:15]=[CH:14]1.Cl>C1(C)C=CC=CC=1>[CH3:2][NH:3][C:10](=[O:26])/[CH:11]=[C:12](\[C:18]1[CH:19]=[CH:20][C:21]([C:24]#[N:25])=[CH:22][CH:23]=1)/[N:13]1[CH:17]=[CH:16][N:15]=[CH:14]1 |f:0.1|. Reported procedure: 1.35 g of methylammonium chloride in 10 ml of toluene is mixed under argon with 7.5 ml of trimethylaluminum in 10 ml of toluene by instillation and stirred for 2 hours at room temperature. 50 mg of the E-methyl ester of example 1 is mixed in 2 ml of toluene with 2 ml of the above-produced reagent. It is stirred for 6 hours at 80° C., then mixed at room temperature with 1M hydrochloric acid and extracted with ether. The acid phase is alkalized with potassium carbonate and extracted with ethyl ace... The reactants are C(C)OC(COC1=C(C=C(C=C1)SC(C)C1=C(N=C(S1)C1=CC=C(C=C1)C(F)(F)F)CCC1=C(C=CC=C1F)Cl)C)=O ((4-{1-[4-[2-(2-Chloro-6-fluoro-phenyl)-ethyl]-2-(4-trifluoromethyl-phenyl)-thiazol-5-yl]-ethylsulfan yl}-2-methyl-phenoxy)-acetic acid ethyl ester), [Li+].[OH-] (LiOH), Cl (HCl). The solvent is C1CCOC1 (THF). Yields the product ClC1=C(C(=CC=C1)F)CCC=1N=C(SC1C(C)SC1=CC(=C(OCC(=O)O)C=C1)C)C1=CC=C(C=C1)C(F)(F)F ((4-{1-[4-[2-(2-Chloro-6-fluoro-phenyl)-ethyl]-2-(4-trifluoromethyl-phenyl)-thiazol-5-yl]-ethylsulfan yl}-2-methyl-phenoxy)-acetic acid). Reaction SMILES: C([O:3][C:4](=[O:42])[CH2:5][O:6][C:7]1[CH:12]=[CH:11][C:10]([S:13][CH:14]([C:16]2[S:20][C:19]([C:21]3[CH:26]=[CH:25][C:24]([C:27]([F:30])([F:29])[F:28])=[CH:23][CH:22]=3)=[N:18][C:17]=2[CH2:31][CH2:32][C:33]2[C:38]([F:39])=[CH:37][CH:36]=[CH:35][C:34]=2[Cl:40])[CH3:15])=[CH:9][C:8]=1[CH3:41])C.[Li+].[OH-].Cl>C1COCC1>[Cl:40][C:34]1[CH:35]=[CH:36][CH:37]=[C:38]([F:39])[C:33]=1[CH2:32][CH2:31][C:17]1[N:18]=[C:19]([C:21]2[CH:22]=[CH:23][C:24]([C:27]([F:29])([F:30])[F:28])=[CH:25][CH:26]=2)[S:20][C:16]=1[CH:14]([S:13][C:10]1[CH:11]=[CH:12][C:7]([O:6][CH2:5][C:4]([OH:42])=[O:3])=[C:8]([CH3:41])[CH:9]=1)[CH3:15] |f:1.2|. Reported procedure: (4-{1-[4-[2-(2-Chloro-6-fluoro-phenyl)-ethyl]-2-(4-trifluoromethyl-phenyl)-thiazol-5-yl]-ethylsulfan yl}-2-methyl-phenoxy)-acetic acid ethyl ester (30 mg) is taken into THF (0.5 mL and treated with LiOH (1.0 N, 0.5 mL for 2 hrs. The reaction mixture is acidified with 5 N HCl, extracted with ethyl ether, dried over sodium sulfate. Concentration gave the title compound. MS (ES): 610.1 (M++1, 35Cl), 612.1 (M++1, 37Cl), the structure is also confirmed by proton NMR. Reactants: COC(C[C@@H]1COC2=C1C=CC(=C2)O[C@@H]2CCC1=C(C(=CC=C21)C(F)(F)F)Br)=O ({(S)-6-[(R)-4-bromo-5-trifluoromethyl-indan-1-yloxy]-2,3-dihydro-benzofuran-3-yl}-acetic acid methyl ester), O1CCCC12CC[NH+](CC2)C[B-](F)(F)F ((1-oxa-8-azonia-spiro[4.5]dec-8-yl)methyltrifluoroborate), Intermediate 3. The product is COC(C[C@@H]1COC2=C1C=CC(=C2)O[C@@H]2CCC1=C(C(=CC=C21)C(F)(F)F)CN2CCC1(CCCO1)CC2)=O ({(S)-6-[(R)-4-(1-Oxa-8-aza-spiro[4.5]dec-8-ylmethyl)-5-trifluoromethyl-indan-1-yloxy]-2,3-dihydro-benzofuran-3-yl}-acetic acid methyl ester). Reaction SMILES: [CH3:1][O:2][C:3](=[O:29])[CH2:4][C@H:5]1[C:9]2[CH:10]=[CH:11][C:12]([O:14][C@H:15]3[C:23]4[C:18](=[C:19](Br)[C:20]([C:24]([F:27])([F:26])[F:25])=[CH:21][CH:22]=4)[CH2:17][CH2:16]3)=[CH:13][C:8]=2[O:7][CH2:6]1.[O:30]1[C:34]2([CH2:39][CH2:38][NH+:37]([CH2:40][B-](F)(F)F)[CH2:36][CH2:35]2)[CH2:33][CH2:32][CH2:31]1>>[CH3:1][O:2][C:3](=[O:29])[CH2:4][C@H:5]1[C:9]2[CH:10]=[CH:11][C:12]([O:14][C@H:15]3[C:23]4[C:18](=[C:19]([CH2:40][N:37]5[CH2:36][CH2:35][C:34]6([O:30][CH2:31][CH2:32][CH2:33]6)[CH2:39][CH2:38]5)[C:20]([C:24]([F:27])([F:26])[F:25])=[CH:21][CH:22]=4)[CH2:17][CH2:16]3)=[CH:13][C:8]=2[O:7][CH2:6]1. Procedure details: The title compound is prepared from {(S)-6-[(R)-4-bromo-5-trifluoromethyl-indan-1-yloxy]-2,3-dihydro-benzofuran-3-yl}-acetic acid methyl ester and (1-oxa-8-azonia-spiro[4.5]dec-8-yl)methyltrifluoroborate following a procedure analogous to that described for Intermediate 3. LC (method 1): tR=0.93 min; Mass spectrum (ESI+): m/z=546 [M+H]+. Reactants: ice water, P(=O)(Cl)(Cl)Cl (phosphorus oxychloride), NC1=NC(=NS1)/C(/C(=O)O)=N/OC (2- (5-amino-1,2,4-thiadiazol-3-yl)-2(Z)-methoxyiminoacetic acid), CN(C=O)C (N,N-dimethylformamide). Run in COCCOC (1,2-dimethoxyethane), COCCOC (DME). Reaction conditions: time 30 minute. Product: NC1=NC(=NS1)/C(/C(=O)Cl)=N/OC (2-(5-amino-1,2,4-thiadiazol-3-yl)-2(Z]-methoxyiminoacetyl chloride). Reaction SMILES: [NH2:1][C:2]1[S:6][N:5]=[C:4](/[C:7](=[N:11]/[O:12][CH3:13])/[C:8](O)=[O:9])[N:3]=1.P(Cl)(Cl)([Cl:16])=O.CN(C)C=O>COCCOC>[NH2:1][C:2]1[S:6][N:5]=[C:4](/[C:7](=[N:11]/[O:12][CH3:13])/[C:8]([Cl:16])=[O:9])[N:3]=1. Procedure details: In 50.0 ml of 1,2-dimethoxyethane (DME), 10.0 g of 2- (5-amino-1,2,4-thiadiazol-3-yl)-2(Z)-methoxyiminoacetic acid were stirred at -20° C., followed by the dropwise addition of a chlorinating reagent, which had been prepared beforehand by gradually adding 8.4 g of phosphorus oxychloride at 5° C. to a mixture of 20 ml of DME and 4.0 g of N,N-dimethylformamide (DMF) and then reacting them for 30 minutes. After they were reacted for 5 minutes, the reaction mixture was poured into 160 ml of ice wate... Reactants: COC=1C(=C(C=O)C=CC1)OCC1=CC=C(C=C1)[N+](=O)[O-] (3-Methoxy-2-(4′-nitrobenzyloxy)benzaldehyde), COC=1C=CC2=C(C=C(O2)C2=CC=C(C=C2)F)C1 (5-Methoxy-2-(4′-fluorophenyl)benzofuran). The product is COC=1C=CC2=C(C=C(O2)C2=CC=C(C=C2)[N+](=O)[O-])C1 (5-Methoxy-2-(4′-nitrophenyl)benzofuran). Yield: 89.0%. As a reaction SMILES: CO[C:3]1[C:4]([O:11][CH2:12][C:13]2[CH:18]=[CH:17][C:16]([N+:19]([O-:21])=[O:20])=[CH:15][CH:14]=2)=[C:5]([CH:8]=[CH:9][CH:10]=1)[CH:6]=O.[CH3:22][O:23]C1C=CC2OC(C3C=CC(F)=CC=3)=CC=2C=1>>[CH3:22][O:23][C:9]1[CH:10]=[CH:3][C:4]2[O:11][C:12]([C:13]3[CH:14]=[CH:15][C:16]([N+:19]([O-:21])=[O:20])=[CH:17][CH:18]=3)=[CH:6][C:5]=2[CH:8]=1. Procedure: Compound V was synthesized from compound (IV) as same procedure for Compound II in 89% yield. Starting materials: Nc1ccc(Cl)c(-c2ccccn2)c1, O=C(O)c1ccc(S(=O)(=O)N2CCC(O)CC2)cc1. Yields the product O=C(Nc1ccc(Cl)c(-c2ccccn2)c1)c1ccc(S(=O)(=O)N2CCC(O)CC2)cc1. Reaction SMILES: [Cl:1][c:2]1[c:3](-[c:9]2[n:10][cH:11][cH:12][cH:13][cH:14]2)[cH:4][c:5]([NH2:6])[cH:7][cH:8]1.[OH:15][CH:16]1[CH2:17][CH2:18][N:19]([S:22](=[O:23])(=[O:24])[c:25]2[cH:26][cH:27][c:28]([C:29](=[O:30])[OH:31])[cH:32][cH:33]2)[CH2:20][CH2:21]1>>[Cl:1][c:2]1[c:3](-[c:9]2[n:10][cH:11][cH:12][cH:13][cH:14]2)[cH:4][c:5]([NH:6][C:29]([c:28]2[cH:27][cH:26][c:25]([S:22]([N:19]3[CH2:18][CH2:17][CH:16]([OH:15])[CH2:21][CH2:20]3)(=[O:23])=[O:24])[cH:33][cH:32]2)=[O:30])[cH:7][cH:8]1.